This data is from the Open Reaction Database (ORD), a public repository of structured organic reaction records. The task is: describe an organic reaction: reactants, conditions, products, and yield The reactants are Cl.C(C1=CC=CC=C1)OC1=C2CCCC(C2=CC=C1)C(=O)N(CC=1C=NNC1)C=1C=NC(=CC1)C(C)C (5-benzyloxy-N-(6-isopropylpyridin-3-yl)-N-[(pyrazol-4-yl)methyl]-1,2,3,4-tetrahydronaphthalene-1-carboxamide hydrochloride), C(CCCCCCCCCCC)Br (dodecyl bromide). The product is C(C1=CC=CC=C1)OC1=C2CCCC(C2=CC=C1)C(=O)N(C=1C=NC(=CC1)C(C)C)CC=1C=NN(C1)CCCCCCCCCCCC (5-benzyloxy-N-[(1-dodecylpyrazol-4-yl)methyl]-N-(6-isopropylpyridin-3-yl)-1,2,3,4-tetrahydronaphthalene-1-carboxamide). RXN SMILES: Cl.[CH2:2]([O:9][C:10]1[CH:19]=[CH:18][CH:17]=[C:16]2[C:11]=1[CH2:12][CH2:13][CH2:14][CH:15]2[C:20]([N:22]([C:29]1[CH:30]=[N:31][C:32]([CH:35]([CH3:37])[CH3:36])=[CH:33][CH:34]=1)[CH2:23][C:24]1[CH:25]=[N:26][NH:27][CH:28]=1)=[O:21])[C:3]1[CH:8]=[CH:7][CH:6]=[CH:5][CH:4]=1.[CH2:38](Br)[CH2:39][CH2:40][CH2:41][CH2:42][CH2:43][CH2:44][CH2:45][CH2:46][CH2:47][CH2:48][CH3:49]>>[CH2:2]([O:9][C:10]1[CH:19]=[CH:18][CH:17]=[C:16]2[C:11]=1[CH2:12][CH2:13][CH2:14][CH:15]2[C:20]([N:22]([CH2:23][C:24]1[CH:25]=[N:26][N:27]([CH2:49][CH2:48][CH2:47][CH2:46][CH2:45][CH2:44][CH2:43][CH2:42][CH2:41][CH2:40][CH2:39][CH3:38])[CH:28]=1)[C:29]1[CH:30]=[N:31][C:32]([CH:35]([CH3:37])[CH3:36])=[CH:33][CH:34]=1)=[O:21])[C:3]1[CH:8]=[CH:7][CH:6]=[CH:5][CH:4]=1 |f:0.1|. Procedure: By the reaction and treatment in the same manner as in Example 83 using 5-benzyloxy-N-(6-isopropylpyridin-3-yl)-N-[(pyrazol-4-yl)methyl]-1,2,3,4-tetrahydronaphthalene-1-carboxamide hydrochloride (0.96 g) and dodecyl bromide (0.719 mL) as starting materials, 5-benzyloxy-N-[(1-dodecylpyrazol-4-yl)methyl]-N-(6-isopropylpyridin-3-yl)-1,2,3,4-tetrahydronaphthalene-1-carboxamide (1.29 g) was obtained. By the reaction and treatment of this compound in the same manner as in Example 139, N-[(1-dodecylpyr... Starting materials: ClCCl, CC(COC(F)F)Oc1cc(Oc2cnc(C(=O)N(C)C)cn2)cc(C(=O)Nc2ccn(C(=O)OC(C)(C)C)n2)c1, O=C(O)C(F)(F)F. The product is CC(COC(F)F)Oc1cc(Oc2cnc(C(=O)N(C)C)cn2)cc(C(=O)Nc2cc[nH]n2)c1. RXN SMILES: [Cl:49][CH2:50][Cl:51].[F:8][CH:9]([O:10][CH2:11][CH:12]([CH3:13])[O:14][c:15]1[cH:16][c:17]([C:18](=[O:19])[NH:20][c:21]2[n:22][n:23]([C:26]([O:27][C:28]([CH3:29])([CH3:30])[CH3:31])=[O:32])[cH:24][cH:25]2)[cH:33][c:34]([O:36][c:37]2[n:38][cH:39][c:40]([C:43]([N:44]([CH3:45])[CH3:46])=[O:47])[n:41][cH:42]2)[cH:35]1)[F:48].[OH:1][C:2]([C:3]([F:4])([F:5])[F:6])=[O:7]>>[F:8][CH:9]([O:10][CH2:11][CH:12]([CH3:13])[O:14][c:15]1[cH:16][c:17]([C:18](=[O:19])[NH:20][c:21]2[n:22][nH:23][cH:24][cH:25]2)[cH:33][c:34]([O:36][c:37]2[n:38][cH:39][c:40]([C:43]([N:44]([CH3:45])[CH3:46])=[O:47])[n:41][cH:42]2)[cH:35]1)[F:48]. Product: COc1ccc(SCc2cccc([N+](=O)[O-])c2)c(NS(=O)(=O)c2cc3ccccc3o2)c1. The reactants are COc1ccc(SCc2cccc([N+](=O)[O-])c2)c(N)c1, c1ccncc1, O=S(=O)(Cl)c1cc2ccccc2o1. RXN SMILES: [CH3:1][O:2][c:3]1[cH:4][cH:5][c:6]([S:10][CH2:11][c:12]2[cH:13][c:14]([N+:18](=[O:19])[O-:20])[cH:15][cH:16][cH:17]2)[c:7]([NH2:8])[cH:9]1.[cH:34]1[cH:35][cH:36][n:37][cH:38][cH:39]1.[o:21]1[c:22]([S:30](=[O:31])(=[O:32])[Cl:33])[cH:23][c:24]2[c:25]1[cH:26][cH:27][cH:28][cH:29]2>>[CH3:1][O:2][c:3]1[cH:4][cH:5][c:6]([S:10][CH2:11][c:12]2[cH:13][c:14]([N+:18](=[O:19])[O-:20])[cH:15][cH:16][cH:17]2)[c:7]([NH:8][S:30]([c:22]2[o:21][c:25]3[c:24]([cH:23]2)[cH:29][cH:28][cH:27][cH:26]3)(=[O:31])=[O:32])[cH:9]1. The product is [I-].C(C)N(CCO)C1=CC=C(/C=C/C2=CC=[N+](C=C2)CCO)C=C1 (trans-4-[p-(N-ethyl-N-hydroxyethylamino)styryl]-N-hydroxyethylpvridinium iodide). Procedure: Following the procedure of Example 6, equimolar amounts of 4-(N-ethyl-N-hydroxyethylamino)benzaldehyde, prepared according to Example 2, and 4-methyl-N-(2-hydroxyethyl)pyridinium iodide, prepared according to Example 4, were reacted in ethanol at reflux, overnight. Upon cooling, dye3 precipitated as a red solid and was collected by filtration, washed, and dried. Yield: 67%. 1H-NMR (DMSO)-d6): δ1.0 (t, 3H), 3.3 (q, 2H), 3.40 (q, 2H), 3.50 (t, 2H), 3.80 (q, 2H), 4.40 (t, 2H), 4.70 (t, 1H), 5.2 (t,... Solvent: C(C)O (ethanol). Starting materials: C(C)N(CCO)C1=CC=C(C=O)C=C1 (4-(N-ethyl-N-hydroxyethylamino)benzaldehyde), [I-].CC1=CC=[N+](C=C1)CCO (4-methyl-N-(2-hydroxyethyl)pyridinium iodide). Isolated yield 67.0%. RXN SMILES: [CH2:1]([N:3]([C:7]1[CH:14]=[CH:13][C:10]([CH:11]=O)=[CH:9][CH:8]=1)[CH2:4][CH2:5][OH:6])[CH3:2].[I-:15].[CH3:16][C:17]1[CH:22]=[CH:21][N+:20]([CH2:23][CH2:24][OH:25])=[CH:19][CH:18]=1>C(O)C>[I-:15].[CH2:1]([N:3]([C:7]1[CH:14]=[CH:13][C:10](/[CH:11]=[CH:16]/[C:17]2[CH:22]=[CH:21][N+:20]([CH2:23][CH2:24][OH:25])=[CH:19][CH:18]=2)=[CH:9][CH:8]=1)[CH2:4][CH2:5][OH:6])[CH3:2] |f:1.2,4.5|. Yields the product O=C(NC(c1cccc(OCc2ccccc2)c1)c1nnc[nH]c1=O)C1CCC1. The reactants are CCO, Cl, O=N[O-], Nn1cnnc(C(NC(=O)C2CCC2)c2cccc(OCc3ccccc3)c2)c1=O, [Na+], O. RXN SMILES: [CH3:36][CH2:37][OH:38].[ClH:31].[N:32]([O-:33])=[O:34].[NH2:1][n:2]1[cH:3][n:4][n:5][c:6]([CH:9]([c:10]2[cH:11][c:12]([O:16][CH2:17][c:18]3[cH:19][cH:20][cH:21][cH:22][cH:23]3)[cH:13][cH:14][cH:15]2)[NH:24][C:25](=[O:26])[CH:27]2[CH2:28][CH2:29][CH2:30]2)[c:7]1=[O:8].[Na+:35].[OH2:39]>>[nH:2]1[cH:3][n:4][n:5][c:6]([CH:9]([c:10]2[cH:11][c:12]([O:16][CH2:17][c:18]3[cH:19][cH:20][cH:21][cH:22][cH:23]3)[cH:13][cH:14][cH:15]2)[NH:24][C:25](=[O:26])[CH:27]2[CH2:28][CH2:29][CH2:30]2)[c:7]1=[O:8].